Dataset: the Open Reaction Database (ORD), a public repository of structured organic reaction records. Task: describe an organic reaction: reactants, conditions, products, and yield The reactants are CCOC(=O)C(C)Oc1ccc(Oc2nc3ccc(Cl)nc3s2)cc1, O. The product is CC(Oc1ccc(Oc2nc3ccc(Cl)nc3s2)cc1)C(=O)O. As a reaction SMILES: [Cl:1][c:2]1[cH:3][cH:4][c:5]2[c:6]([n:7]1)[s:8][c:9]([O:11][c:12]1[cH:13][cH:14][c:15]([O:16][CH:17]([C:18](=[O:19])[O:20][CH2:21][CH3:22])[CH3:23])[cH:24][cH:25]1)[n:10]2.[OH2:26]>>[Cl:1][c:2]1[cH:3][cH:4][c:5]2[c:6]([n:7]1)[s:8][c:9]([O:11][c:12]1[cH:13][cH:14][c:15]([O:16][CH:17]([C:18](=[O:19])[OH:20])[CH3:23])[cH:24][cH:25]1)[n:10]2. The reactants are CC(C)(C)OC(=O)c1c(N)sc2c1CCOC2CO, C1CCOC1, O=C1CSC(=O)N1, c1ccc(P(c2ccccc2)c2ccccc2)cc1. As a reaction SMILES: [C:1]([CH3:2])([CH3:3])([CH3:4])[O:5][C:6](=[O:7])[c:8]1[c:9]([NH2:19])[s:10][c:11]2[c:16]1[CH2:15][CH2:14][O:13][CH:12]2[CH2:17][OH:18].[O:46]1[CH2:47][CH2:48][CH2:49][CH2:50]1.[S:39]1[C:40](=[O:45])[NH:41][C:42](=[O:44])[CH2:43]1.[c:20]1([P:21]([c:22]2[cH:23][cH:24][cH:25][cH:26][cH:27]2)[c:28]2[cH:29][cH:30][cH:31][cH:32][cH:33]2)[cH:34][cH:35][cH:36][cH:37][cH:38]1>>[C:1]([CH3:2])([CH3:3])([CH3:4])[O:5][C:6](=[O:7])[c:8]1[c:9]([NH2:19])[s:10][c:11]2[c:16]1[CH2:15][CH2:14][O:13][CH:12]2[CH2:17][N:41]1[C:40](=[O:45])[S:39][CH2:43][C:42]1=[O:44]. The product is CC(C)(C)OC(=O)c1c(N)sc2c1CCOC2CN1C(=O)CSC1=O. Starting materials: CCC(C)(NC(=O)OC(C)(C)C)C(=O)O, Cn1cc(CC(N)C(=O)NC2Cc3cccc(N4CCCC4=O)c3N(Cc3ccsc3)C2=O)c2ccccc21. Product: CCC(C)(NC(=O)OC(C)(C)C)C(=O)NC(Cc1cn(C)c2ccccc12)C(=O)NC1Cc2cccc(N3CCCC3=O)c2N(Cc2ccsc2)C1=O. As a reaction SMILES: [C:40]([CH3:41])([CH3:42])([CH3:43])[O:44][C:45](=[O:46])[NH:47][C:48]([C:49](=[O:50])[OH:51])([CH2:52][CH3:53])[CH3:54].[NH2:1][CH:2]([C:3](=[O:4])[NH:5][CH:6]1[C:7](=[O:28])[N:8]([CH2:22][c:23]2[cH:24][s:25][cH:26][cH:27]2)[c:9]2[c:10]([N:16]3[C:17](=[O:21])[CH2:18][CH2:19][CH2:20]3)[cH:11][cH:12][cH:13][c:14]2[CH2:15]1)[CH2:29][c:30]1[cH:31][n:32]([CH3:39])[c:33]2[cH:34][cH:35][cH:36][cH:37][c:38]12>>[NH:1]([CH:2]([C:3](=[O:4])[NH:5][CH:6]1[C:7](=[O:28])[N:8]([CH2:22][c:23]2[cH:24][s:25][cH:26][cH:27]2)[c:9]2[c:10]([N:16]3[C:17](=[O:21])[CH2:18][CH2:19][CH2:20]3)[cH:11][cH:12][cH:13][c:14]2[CH2:15]1)[CH2:29][c:30]1[cH:31][n:32]([CH3:39])[c:33]2[cH:34][cH:35][cH:36][cH:37][c:38]12)[C:49]([C:48]([NH:47][C:45]([O:44][C:40]([CH3:41])([CH3:42])[CH3:43])=[O:46])([CH2:52][CH3:53])[CH3:54])=[O:50]. Starting materials: Cc1ccccc1, O=C(Cl)c1ccc([N+](=O)[O-])cc1, Nc1c(O)cccc1C(=O)O, c1ccncc1. The product is O=C(Nc1c(O)cccc1C(=O)O)c1ccc([N+](=O)[O-])cc1. As a reaction SMILES: [CH3:30][c:31]1[cH:32][cH:33][cH:34][cH:35][cH:36]1.[N+:18](=[O:19])([O-:20])[c:21]1[cH:22][cH:23][c:24]([C:25](=[O:26])[Cl:27])[cH:28][cH:29]1.[NH2:1][c:2]1[c:3]([OH:4])[cH:5][cH:6][cH:7][c:8]1[C:9]([OH:10])=[O:11].[cH:12]1[cH:13][cH:14][n:15][cH:16][cH:17]1>>[NH:1]([c:2]1[c:3]([OH:4])[cH:5][cH:6][cH:7][c:8]1[C:9]([OH:10])=[O:11])[C:25]([c:24]1[cH:23][cH:22][c:21]([N+:18](=[O:19])[O-:20])[cH:29][cH:28]1)=[O:26]. Starting materials: COC1=CC=C(C(C2=CC=CC=C2)Cl)C=C1 (p-methoxybenzhydryl chloride), [Cl-] (chloride), [C-]#N.[K+] (KCN). Reagents/catalysts: C1COC2=CC=CC=C2OCCOCCOC3=CC=CC=C3OCCO1 (dibenzo-18-crown-6). Run in CC#N (CH3CN). The product is COC1=CC=C(C=C1)C(C#N)C1=CC=CC=C1 (2-(p-methoxyphenyl)-2-phenylacetonitrile). Isolated yield 96.6%. Reaction SMILES: [CH3:1][O:2][C:3]1[CH:16]=[CH:15][C:6]([CH:7](Cl)[C:8]2[CH:13]=[CH:12][CH:11]=[CH:10][CH:9]=2)=[CH:5][CH:4]=1.[C-:17]#[N:18].[K+].[Cl-]>CC#N.C1OCCOC2C(=CC=CC=2)OCCOCCOC2C(=CC=CC=2)OC1>[CH3:1][O:2][C:3]1[CH:16]=[CH:15][C:6]([CH:7]([C:8]2[CH:13]=[CH:12][CH:11]=[CH:10][CH:9]=2)[C:17]#[N:18])=[CH:5][CH:4]=1 |f:1.2|. Procedure: To a solution of p-methoxybenzhydryl chloride (27.00 g, 0.116 mol) in dry CH3CN (200 mL) was added dibenzo-18-crown-6 (2.12 g) followed by dry KCN (8.02 g, 0.123 mol), and the stirred mixture was refluxed for 66 h. After this time, the reaction mixture was cooled to room temperature and the solid was removed by filtration. The filtrate was evaporated under vacuum. The resulting solid was dissolved in CH2Cl2 (50 mL) and the solution flushed through a silica gel column (230-400 mesh, 60 g) using C... The reactants are C([O-])([O-])=O.[K+].[K+] (potassium carbonate), N1CCS(CC1)(=O)=O (thiomorpholine-1,1-dioxide), [N+](=O)([O-])C1=CC=C(CBr)C=C1 (4-nitrobenzylbromide). The solvent is CC(=O)C (acetone). Reaction conditions: time 7 hour. Product: [N+](=O)([O-])C1=CC=C(C=C1)CN1CCS(CC1)(=O)=O (4-(4-nitrophenylmethyl)-thiomorpholine-1,1-dioxide). As a reaction SMILES: [N+:1]([C:4]1[CH:11]=[CH:10][C:7]([CH2:8]Br)=[CH:6][CH:5]=1)([O-:3])=[O:2].C(=O)([O-])[O-].[K+].[K+].[NH:18]1[CH2:23][CH2:22][S:21](=[O:25])(=[O:24])[CH2:20][CH2:19]1>CC(C)=O>[N+:1]([C:4]1[CH:11]=[CH:10][C:7]([CH2:8][N:18]2[CH2:23][CH2:22][S:21](=[O:25])(=[O:24])[CH2:20][CH2:19]2)=[CH:6][CH:5]=1)([O-:3])=[O:2] |f:1.2.3|. Procedure: 8.6 g (40 mmol) of 4-nitrobenzylbromide are dissolved in 100 ml of acetone. 6.9 g (50 mmol) of potassium carbonate and 5.4 g (40 mmol) of thiomorpholine-1,1-dioxide are added. The reaction solution is stirred for 7 hours at ambient temperature. After the undissolved solids have been filtered off, the solution is concentrated by evaporation. The residue is divided between ethyl acetate and water. The organic phases are freed from solvent in vacuo. The product is triturated with ether and dried. Starting materials: COC1=CC=C(CNO)C=C1 (p-methoxybenzylhydroxylamine), Br (hydrogen bromide), C1(=CC=CC=C1)O (phenol). Solvent: C(C)(=O)O (acetic acid). Conditions: time 5 hour. Product: C(C1=CC=CC=C1)NO (N-benzylhydroxylamine). The yield is 33.0%. RXN SMILES: CO[C:3]1[CH:11]=[CH:10][C:6]([CH2:7][NH:8][OH:9])=[CH:5][CH:4]=1.Br.C1(O)C=CC=CC=1>C(O)(=O)C>[CH2:7]([NH:8][OH:9])[C:6]1[CH:10]=[CH:11][CH:3]=[CH:4][CH:5]=1. Procedure details: 1.28 g (4 mmoles) of N-benzyl-N-mesyl-O-(p-methoxybenzylhydroxylamine prepared as described in Example 1 was treated with 15 ml of a 38% hydrogen bromide solution in acetic acid at room temperature for 20 hours in the presence of 1.5 g of phenol, and the mixture was then concentrated under a reduced pressure. 30 ml of diethyl ether and 10 ml of water and were then added to the resulting residue, and the aqueous layer was separated, concentrated under a reduced pressure to a small volume, adjuste... Yields the product CC(c1ccc(-c2cccc(C(=O)N(C)C)n2)cc1)N1CCC(CC(C)(C)O)(c2ccccc2)OC1=O. Reactants: CNC, CC(c1ccc(-c2cccc(C(=O)O)n2)cc1)N1CCC(CC(C)(C)O)(c2ccccc2)OC1=O. As a reaction SMILES: [CH3:36][NH:37][CH3:38].[OH:1][C:2]([CH2:3][C:4]1([c:28]2[cH:29][cH:30][cH:31][cH:32][cH:33]2)[CH2:5][CH2:6][N:7]([CH:11]([CH3:12])[c:13]2[cH:14][cH:15][c:16](-[c:19]3[cH:20][cH:21][cH:22][c:23]([C:25](=[O:26])[OH:27])[n:24]3)[cH:17][cH:18]2)[C:8](=[O:10])[O:9]1)([CH3:34])[CH3:35]>>[OH:1][C:2]([CH2:3][C:4]1([c:28]2[cH:29][cH:30][cH:31][cH:32][cH:33]2)[CH2:5][CH2:6][N:7]([CH:11]([CH3:12])[c:13]2[cH:14][cH:15][c:16](-[c:19]3[cH:20][cH:21][cH:22][c:23]([C:25](=[O:26])[N:37]([CH3:36])[CH3:38])[n:24]3)[cH:17][cH:18]2)[C:8](=[O:10])[O:9]1)([CH3:34])[CH3:35]. As a reaction SMILES: [C:21](=[O:22])([O-:23])[O-:24].[CH2:1]([CH3:2])[c:3]1[cH:4][c:5]2[c:10]([cH:11][c:12]1[OH:13])[O:9][CH:8]([C:14]([F:15])([F:16])[F:17])[C:7]([C:18](=[O:19])[OH:20])=[CH:6]2.[CH2:27]([CH3:28])[Br:29].[CH3:30][CH2:31][O:32][C:33](=[O:34])[CH3:35].[CH3:36][N:37]([CH3:38])[CH:39]=[O:40].[Cs+:25].[Cs+:26]>>[CH2:1]([CH3:2])[c:3]1[cH:4][c:5]2[c:10]([cH:11][c:12]1[OH:13])[O:9][CH:8]([C:14]([F:15])([F:16])[F:17])[C:7]([C:18](=[O:19])[O:20][CH2:27][CH3:28])=[CH:6]2. The reactants are O=C([O-])[O-], CCc1cc2c(cc1O)OC(C(F)(F)F)C(C(=O)O)=C2, CCBr, CCOC(C)=O, CN(C)C=O, [Cs+], [Cs+]. The product is CCOC(=O)C1=Cc2cc(CC)c(O)cc2OC1C(F)(F)F.